From a dataset of the Open Reaction Database (ORD), a public repository of structured organic reaction records. describe an organic reaction: reactants, conditions, products, and yield Starting materials: N[C@H]1CC[C@H](CC1)C(=O)O (cis-4-aminocyclohexanecarboxylic acid), CO (methanol), O=S(Cl)Cl (SOCl2). Yields the product N[C@H]1CC[C@H](CC1)C(=O)OC (Methyl cis-4-aminocyclohexanecarboxylate), powder. Reaction SMILES: [NH2:1][C@@H:2]1[CH2:7][CH2:6][C@H:5]([C:8]([OH:10])=[O:9])[CH2:4][CH2:3]1.O=S(Cl)Cl.[CH3:15]O>>[NH2:1][C@@H:2]1[CH2:7][CH2:6][C@H:5]([C:8]([O:10][CH3:15])=[O:9])[CH2:4][CH2:3]1. Reported procedure: A suspension of cis-4-aminocyclohexanecarboxylic acid (5.0 g, 34.9 mmol) in methanol (50 mL) was stirred at room temperature and SOCl2 (7.1 mL, 98.4 mmol) was added dropwise over 20 minutes, causing the solid to dissolve. The solution was stirred overnight and the methanol was then removed under reduced pressure. The residual solid was triturated with diethyl ether and air-dried and the title compound obtained as an off-white powder (6.0 g).